Dataset: the Open Reaction Database (ORD), a public repository of structured organic reaction records. Task: describe an organic reaction: reactants, conditions, products, and yield Reactants: C(C)(=O)OCC=1C(=NC=CC1C1=CN(C(C(=C1)NC1=NC=C(C=C1)C(C)(C)C#N)=O)C)N1C(C2=C(C=C(C=C2C=N1)C(C)(C)C)F)=O ((2-(6-tert-Butyl-8-fluoro-1-oxophthalazin-2(1H)-yl)-4-(5-(5-(2-cyanopropan-2-yl)pyridin-2-ylamino)-1-methyl-6-oxo-1,6-dihydropyridin-3-yl)pyridin-3-yl)methyl Acetate), lithium hydroxide•1 water. Run in C(C)(C)O.C1CCOC1 (i-propanol THF), O (water). Run at temperature 35 celsius, time 0.5 hour. Product: C(C)(C)(C)C=1C=C2C=NN(C(C2=C(C1)F)=O)C1=NC=CC(=C1CO)C=1C=C(C(N(C1)C)=O)NC1=CC=C(C=N1)C(C#N)(C)C (2-[6-[[5-[2-(6-tert-butyl-8-fluoro-1-oxo-phthalazin-2-yl)-3-(hydroxymethyl)-4-pyridyl]-1-methyl-2-oxo-3-pyridyl]amino]-3-pyridyl]-2-methyl-propanenitrile). The yield is 16.8%. Reaction SMILES: C([O:4][CH2:5][C:6]1[C:7]([N:32]2[N:41]=[CH:40][C:39]3[C:34](=[C:35]([F:46])[CH:36]=[C:37]([C:42]([CH3:45])([CH3:44])[CH3:43])[CH:38]=3)[C:33]2=[O:47])=[N:8][CH:9]=[CH:10][C:11]=1[C:12]1[CH:17]=[C:16]([NH:18][C:19]2[CH:24]=[CH:23][C:22]([C:25]([C:28]#[N:29])([CH3:27])[CH3:26])=[CH:21][N:20]=2)[C:15](=[O:30])[N:14]([CH3:31])[CH:13]=1)(=O)C>C(O)(C)C.C1COCC1.O>[C:42]([C:37]1[CH:38]=[C:39]2[C:34](=[C:35]([F:46])[CH:36]=1)[C:33](=[O:47])[N:32]([C:7]1[C:6]([CH2:5][OH:4])=[C:11]([C:12]3[CH:17]=[C:16]([NH:18][C:19]4[N:20]=[CH:21][C:22]([C:25]([CH3:27])([CH3:26])[C:28]#[N:29])=[CH:23][CH:24]=4)[C:15](=[O:30])[N:14]([CH3:31])[CH:13]=3)[CH:10]=[CH:9][N:8]=1)[N:41]=[CH:40]2)([CH3:45])([CH3:43])[CH3:44] |f:1.2|. Procedure: A mixture of 156e (191 mg, 0.30 mmol) and lithium hydroxide•1 water (126 mg, 3.0 mmol) in i-propanol/THF (1:1, 8 mL) and water (2 mL) was stirred at 35° C. for 0.5 h. The mixture was evaporated under reduced pressure and diluted with water (10 mL). It was then extracted with dichloromethane (3×20 mL). The combined dichloromethane extract was concentrated under reduced pressure and the residue was purified by reverse-phase prep-HPLC to afford 156 (30 mg, 17%) as a pale yellow solid. MS-ESI: [M+H]... Starting materials: C(C1=CC=CC=C1)NCCNCCNCC1=CC=CC=C1 (1,7-dibenzyldiethylenetriamine), C(C1=CC=CC=C1)N1CCN2CCN(C12)CC1=CC=CC=C1 (4,6-dibenzyl-1,4,6-triazabicyclo[3.3.0]octane), CNCCNCCNC (1,7-dimethyldiethylenetriamine), ( A ). Product: CN1CCN2CCN(C12)C (4,6-Dimethyl-1,4,6-triazabicyclo[3.3.0]octane). Reaction SMILES: C(NCCNCCNCC1C=CC=CC=1)C1C=CC=CC=1.CNCCNCCNC.[CH2:31]([N:38]1[CH:45]2[N:41]([CH2:42][CH2:43][N:44]2[CH2:46]C2C=CC=CC=2)[CH2:40][CH2:39]1)C1C=CC=CC=1>>[CH3:46][N:44]1[CH:45]2[N:41]([CH2:40][CH2:39][N:38]2[CH3:31])[CH2:42][CH2:43]1. Procedure details: If 1,7-dibenzyldiethylenetriamine were substituted for 1,7-dimethyldiethylenetriamine in essentially the procedure of part (A) above, the product would be 4,6-dibenzyl-1,4,6-triazabicyclo[3.3.0]octane, ##STR25##